Dataset: the Open Reaction Database (ORD), a public repository of structured organic reaction records. Task: describe an organic reaction: reactants, conditions, products, and yield Reactants: Cl[Si](C)(C)C (chlorotrimethylsilane), C(C)C=1C(=NC(=C(C1)N1N=CC=C1)C)OC (3-ethyl-2-methoxy-6-methyl-5-pyrazol-1-yl-pyridine), [I-].[Na+] (sodium iodide), C(C)#N (acetonitrile). Run in O (water). Conditions: temperature 65 celsius, time 13 hour. Product: C(C)C=1C(NC(=C(C1)N1N=CC=C1)C)=O (3-ethyl-6-methyl-5-pyrazol-1-yl-1H-pyridin-2-one). Isolated yield 81.6%. RXN SMILES: [CH2:1]([C:3]1[C:4]([O:15]C)=[N:5][C:6]([CH3:14])=[C:7]([N:9]2[CH:13]=[CH:12][CH:11]=[N:10]2)[CH:8]=1)[CH3:2].[I-].[Na+].C(#N)C.Cl[Si](C)(C)C>O>[CH2:1]([C:3]1[C:4](=[O:15])[NH:5][C:6]([CH3:14])=[C:7]([N:9]2[CH:13]=[CH:12][CH:11]=[N:10]2)[CH:8]=1)[CH3:2] |f:1.2|. Procedure details: To a mixture of 3-ethyl-2-methoxy-6-methyl-5-pyrazol-1-yl-pyridine (98 mg, 0.452 mmol) and sodium iodide (203 mg, 1.35 mmol) under a N2 atmosphere is added anhydrous acetonitrile (3 mL) followed by dropwise addition of chlorotrimethylsilane (170 μL, 1.35 mmol). The reaction mixture is stirred at 65° C. under nitrogen for 13 h. The reaction mixture is allowed to cool, diluted with water and the resulting mixture is extracted with 3 portions of dichloromethane. The combined extracts are dried over... Product: COc1ccccc1CNc1cccnc1-c1ccccc1. Reactants: [BH3-]C#N, COc1ccccc1C=O, CO, Cl, [Na+], Nc1cccnc1-c1ccccc1. RXN SMILES: [C:15]([BH3-:16])#[N:17].[CH3:19][O:20][c:21]1[c:22]([CH:23]=[O:24])[cH:25][cH:26][cH:27][cH:28]1.[CH3:29][OH:30].[ClH:14].[Na+:18].[c:1]1(-[c:7]2[n:8][cH:9][cH:10][cH:11][c:12]2[NH2:13])[cH:2][cH:3][cH:4][cH:5][cH:6]1>>[c:1]1(-[c:7]2[n:8][cH:9][cH:10][cH:11][c:12]2[NH:13][CH2:23][c:22]2[c:21]([O:20][CH3:19])[cH:28][cH:27][cH:26][cH:25]2)[cH:2][cH:3][cH:4][cH:5][cH:6]1. Reactants: C(C1=CC=CC=C1)N1N=C(C(=C1)C=O)OCC1=CC=CC=C1 (1-benzyl-3-benzyloxy-1H-pyrazole-4-carbaldehyde), C(C)(=O)OCCP(=O)(OCC)OCC (diethylphosphonoethyl acetate), CN(C=O)C (N,N-dimethylformamide), [H-] (hydride). Solvent: O (water). Reaction conditions: time 2 hour. Yields the product C(C1=CC=CC=C1)N1N=C(C(=C1)/C=C/C(=O)OCC)OCC1=CC=CC=C1 (ethyl (E)-3-(1-benzyl-3-benzyloxy-1H-pyrazol-4-yl)propenoate). The yield is 91.0%. As a reaction SMILES: [CH2:1]([N:8]1[CH:12]=[C:11]([CH:13]=O)[C:10]([O:15][CH2:16][C:17]2[CH:22]=[CH:21][CH:20]=[CH:19][CH:18]=2)=[N:9]1)[C:2]1[CH:7]=[CH:6][CH:5]=[CH:4][CH:3]=1.[C:23]([O:26][CH2:27][CH2:28]P(OCC)(OCC)=O)(=[O:25])[CH3:24].CN(C)C=O.[H-]>O>[CH2:1]([N:8]1[CH:12]=[C:11](/[CH:13]=[CH:24]/[C:23]([O:26][CH2:27][CH3:28])=[O:25])[C:10]([O:15][CH2:16][C:17]2[CH:22]=[CH:21][CH:20]=[CH:19][CH:18]=2)=[N:9]1)[C:2]1[CH:7]=[CH:6][CH:5]=[CH:4][CH:3]=1. Procedure details: To a mixture of 1-benzyl-3-benzyloxy-1H-pyrazole-4-carbaldehyde (12.90 g), diethylphosphonoethyl acetate (9.60 ml) and N,N-dimethylformamide (200 ml) was added hydride (60% in oil, 1.94 g) at 0° C., and the mixture was stirred at room temperature for 2 hrs. The reaction mixture was poured into water and the mixture was extracted with ethyl acetate. The ethyl acetate layer was dilute hydrochloric acid, washed successively with saturated brine, dried (MgSO4) and concentrated. The obtained crystals...